Dataset: the Open Reaction Database (ORD), a public repository of structured organic reaction records. Task: describe an organic reaction: reactants, conditions, products, and yield Reactants: Cl.CN(CCCN=C=NCC)C (1-(3-dimethylaminopropyl)-3-ethylcarbodiimide hydrochloride), O.ON1N=NC2=C1C=CC=C2 (1-hydroxy-1H-benzotriazole hydrate), C(C)(C)N(C(C)C)CC (N,N-diisopropylethylamine), FC(C(=O)O)(F)F.N[C@@H](C)C(=O)OCCOC1=CC=C(C=C1)C1=C(C(=NC(=C1C#N)SCC=1N=C(SC1)C1=CC=C(C=C1)Cl)N1CCC1)C#N (2-{4-(2-(azetidin-1-yl)-6-({(2-(4-chlorophenyl)-1,3-thiazol-4-yl)methyl}sulfanyl)-3,5-dicyanopyridin-4-yl)phenoxy}ethyl L-alaninate trifluoroacetate), C(C)(C)(C)OC(=O)N[C@@H](CCCCNC(=O)OC(C)(C)C)C(=O)O (N2,N6-bis(tert-butoxycarbonyl)-L-lysine). The solvent is CN(C)C=O (DMF). Run at time 15 minute. The product is C(C)(C)(C)OC(=O)N[C@@H](CCCCNC(=O)OC(C)(C)C)C(=O)N[C@@H](C)C(=O)OCCOC1=CC=C(C=C1)C1=C(C(=NC(=C1C#N)SCC=1N=C(SC1)C1=CC=C(C=C1)Cl)N1CCC1)C#N (2-{4-(2-(Azetidin-1-yl)-6-({(2-(4-chlorophenyl)-1,3-thiazol-4-yl)methyl}sulfanyl)-3,5-dicyanopyridin-4-yl)phenoxy}ethyl N2,N6-bis(tert-butoxycarbonyl)-L-lysyl-L-alaninate). As a reaction SMILES: [C:1]([O:5][C:6]([NH:8][C@H:9]([C:22]([OH:24])=O)[CH2:10][CH2:11][CH2:12][CH2:13][NH:14][C:15]([O:17][C:18]([CH3:21])([CH3:20])[CH3:19])=[O:16])=[O:7])([CH3:4])([CH3:3])[CH3:2].Cl.CN(C)CCCN=C=NCC.O.ON1C2C=CC=CC=2N=N1.C(N(CC)C(C)C)(C)C.FC(F)(F)C(O)=O.[NH2:64][C@H:65]([C:67]([O:69][CH2:70][CH2:71][O:72][C:73]1[CH:78]=[CH:77][C:76]([C:79]2[C:84]([C:85]#[N:86])=[C:83]([S:87][CH2:88][C:89]3[N:90]=[C:91]([C:94]4[CH:99]=[CH:98][C:97]([Cl:100])=[CH:96][CH:95]=4)[S:92][CH:93]=3)[N:82]=[C:81]([N:101]3[CH2:104][CH2:103][CH2:102]3)[C:80]=2[C:105]#[N:106])=[CH:75][CH:74]=1)=[O:68])[CH3:66]>CN(C=O)C>[C:1]([O:5][C:6]([NH:8][C@H:9]([C:22]([NH:64][C@H:65]([C:67]([O:69][CH2:70][CH2:71][O:72][C:73]1[CH:78]=[CH:77][C:76]([C:79]2[C:84]([C:85]#[N:86])=[C:83]([S:87][CH2:88][C:89]3[N:90]=[C:91]([C:94]4[CH:95]=[CH:96][C:97]([Cl:100])=[CH:98][CH:99]=4)[S:92][CH:93]=3)[N:82]=[C:81]([N:101]3[CH2:102][CH2:103][CH2:104]3)[C:80]=2[C:105]#[N:106])=[CH:75][CH:74]=1)=[O:68])[CH3:66])=[O:24])[CH2:10][CH2:11][CH2:12][CH2:13][NH:14][C:15]([O:17][C:18]([CH3:19])([CH3:20])[CH3:21])=[O:16])=[O:7])([CH3:2])([CH3:3])[CH3:4] |f:1.2,3.4,6.7|. Procedure details: 32.73 mg (0.094 mmol) of N2,N6-bis(tert-butoxycarbonyl)-L-lysine were initially charged in 1.5 ml of DMF. 19.8 mg (0.103 mmol) of 1-(3-dimethylaminopropyl)-3-ethylcarbodiimide hydrochloride, 17.4 mg (0.129 mmol) of 1-hydroxy-1H-benzotriazole hydrate and 55.5 mg (0.429 mmol) of N,N-diisopropylethylamine were added, and the mixture was then stirred at RT for 15 min, 64 mg (0.086 mmol) of 2-{4-(2-(azetidin-1-yl)-6-({(2-(4-chlorophenyl)-1,3-thiazol-4-yl)methyl}sulfanyl)-3,5-dicyanopyridin-4-yl)pheno...